From a dataset of the Open Reaction Database (ORD), a public repository of structured organic reaction records. describe an organic reaction: reactants, conditions, products, and yield Reaction conditions: time 5 hour. Procedure details: A mixture of 10.6 g of 4,4-bis(p-fluorophenyl)cyclohexyl tosylate, 5.7 g of 1-(3-chloro-4-fluorophenyl)-1,3,8-triazaspiro[4.5]decan-4-one (m.p. 194.5°-196.5° C), 3.3 g of potassium carbonate, 4 g of potassium iodide and 50 ml of dimethylformamide is stirred at 75°-80° C for 5 hours. The reaction mixture is poured into water, and the precipitated crystals are collected by filtration, dried in a desiccator and dissolved in a mixture of chloroform and methanol (9:1). The solution is concentrated to... As a reaction SMILES: S(C1C=CC(C)=CC=1)(O[CH:5]1[CH2:10][CH2:9][C:8]([C:18]2[CH:23]=[CH:22][C:21]([F:24])=[CH:20][CH:19]=2)([C:11]2[CH:16]=[CH:15][C:14]([F:17])=[CH:13][CH:12]=2)[CH2:7][CH2:6]1)(=O)=O.[Cl:32][C:33]1[CH:34]=[C:35]([N:40]2[C:44]3([CH2:49][CH2:48][NH:47][CH2:46][CH2:45]3)[C:43](=[O:50])[NH:42][CH2:41]2)[CH:36]=[CH:37][C:38]=1[F:39].C(=O)([O-])[O-].[K+].[K+].[I-].[K+]>O.CN(C)C=O>[F:17][C:14]1[CH:15]=[CH:16][C:11]([C:8]2([C:18]3[CH:19]=[CH:20][C:21]([F:24])=[CH:22][CH:23]=3)[CH2:7][CH2:6][CH:5]([N:47]3[CH2:46][CH2:45][C:44]4([N:40]([C:35]5[CH:36]=[CH:37][C:38]([F:39])=[C:33]([Cl:32])[CH:34]=5)[CH2:41][NH:42][C:43]4=[O:50])[CH2:49][CH2:48]3)[CH2:10][CH2:9]2)=[CH:12][CH:13]=1 |f:2.3.4,5.6|. Run in CN(C=O)C (dimethylformamide), O (water). Reactants: S(=O)(=O)(OC1CCC(CC1)(C1=CC=C(C=C1)F)C1=CC=C(C=C1)F)C1=CC=C(C)C=C1 (4,4-bis(p-fluorophenyl)cyclohexyl tosylate), ClC=1C=C(C=CC1F)N1CNC(C12CCNCC2)=O (1-(3-chloro-4-fluorophenyl)-1,3,8-triazaspiro[4.5]decan-4-one), C([O-])([O-])=O.[K+].[K+] (potassium carbonate), [I-].[K+] (potassium iodide). The product is FC1=CC=C(C=C1)C1(CCC(CC1)N1CCC2(C(NCN2C2=CC(=C(C=C2)F)Cl)=O)CC1)C1=CC=C(C=C1)F (8-[4,4-bis(p-fluorophenyl)cyclohexyl]-1-(3-chloro-4-fluorophenyl)-1,3,8-triazaspiro[4.5]decan-4-one). Reactants: BrB(Br)Br, ClCCl, COc1ccc2c(c1)CC(NCC(O)c1cccc(Cl)c1)CC2, Cl, N. Yields the product Oc1ccc2c(c1)CC(NCC(O)c1cccc(Cl)c1)CC2. Reaction SMILES: [B:25]([Br:26])([Br:27])[Br:28].[CH2:30]([Cl:31])[Cl:32].[CH3:2][O:3][c:4]1[cH:5][cH:6][c:7]2[c:12]([cH:13]1)[CH2:11][CH:10]([NH:14][CH2:15][CH:16]([OH:17])[c:18]1[cH:19][c:20]([Cl:24])[cH:21][cH:22][cH:23]1)[CH2:9][CH2:8]2.[ClH:1].[NH3:29]>>[OH:3][c:4]1[cH:5][cH:6][c:7]2[c:12]([cH:13]1)[CH2:11][CH:10]([NH:14][CH2:15][CH:16]([OH:17])[c:18]1[cH:19][c:20]([Cl:24])[cH:21][cH:22][cH:23]1)[CH2:9][CH2:8]2. Conditions: time 1 hour. Reactants: C1(=CC=CC=C1)CCO[C@@H]1CC[C@H](CC1)N1C(C2=CC=CC=C2C1=O)=O (trans-2-(4-phenylethyloxy-cyclohexyl)-isoindole-1,3-dione), O.NN (hydrazine hydrate), Cl (HCl). Yields the product C1(=CC=CC=C1)CCO[C@@H]1CC[C@H](CC1)N (trans 4-Phenylethyloxy-cyclohexylamine). The yield is 106.2%. The solvent is C1CCOC1 (THF), C(C)O (ethanol). RXN SMILES: [C:1]1([CH2:7][CH2:8][O:9][C@H:10]2[CH2:15][CH2:14][C@H:13]([N:16]3C(=O)C4C(=CC=CC=4)C3=O)[CH2:12][CH2:11]2)[CH:6]=[CH:5][CH:4]=[CH:3][CH:2]=1.O.NN.Cl>C1COCC1.C(O)C>[C:1]1([CH2:7][CH2:8][O:9][C@H:10]2[CH2:15][CH2:14][C@H:13]([NH2:16])[CH2:12][CH2:11]2)[CH:2]=[CH:3][CH:4]=[CH:5][CH:6]=1 |f:1.2|. Reported procedure: To a solution of 9 g of trans-2-(4-phenylethyloxy-cyclohexyl)-isoindole-1,3-dione in 60 mL of THF and 150 mL of ethanol was added 3.75 mL of hydrazine hydrate and the mixture heated to reflux for 4 h, then 80 mL of 6N HCl was added and the reflux was continued for 1 h. The cooled mixture was concentrated under reduced pressure to remove ethanol and filtered. The filter pad was washed with 2×50 mL of dilute HCl and the combined filtrates basified to pH 10 with 20% sodium hydroxide and extracted w...